From a dataset of the Open Reaction Database (ORD), a public repository of structured organic reaction records. describe an organic reaction: reactants, conditions, products, and yield Reactants: CC1=C(N=CN1)CSCCNC1=NC=C(C(N1)=O)CC=1C=NC(=CC1)OC (2-[2-(5-Methyl-4-imidazolylmethylthio)ethylamino]-5-(6-methoxy-3-pyridylmethyl)-4-pyrimidone), Cl (hydrogen chloride). The solvent is C(C)O (ethanol). Product: Cl.Cl.Cl.CC1=C(N=CN1)CSCCNC1=NC=C(C(N1)=O)CC=1C=NC(=CC1)O (2-[2-(5-methyl-4-imidazolylmethylthio)ethylamino]-5-(6-hydroxy-3-pyridylmethyl)-4-pyrimidone trihydrochloride). The yield is 71.0%. RXN SMILES: [CH3:1][C:2]1[NH:6][CH:5]=[N:4][C:3]=1[CH2:7][S:8][CH2:9][CH2:10][NH:11][C:12]1[NH:17][C:16](=[O:18])[C:15]([CH2:19][C:20]2[CH:21]=[N:22][C:23]([O:26]C)=[CH:24][CH:25]=2)=[CH:14][N:13]=1.[ClH:28]>C(O)C>[ClH:28].[ClH:28].[ClH:28].[CH3:1][C:2]1[NH:6][CH:5]=[N:4][C:3]=1[CH2:7][S:8][CH2:9][CH2:10][NH:11][C:12]1[NH:17][C:16](=[O:18])[C:15]([CH2:19][C:20]2[CH:21]=[N:22][C:23]([OH:26])=[CH:24][CH:25]=2)=[CH:14][N:13]=1 |f:3.4.5.6|. Procedure details: 2-[2-(5-Methyl-4-imidazolylmethylthio)ethylamino]-5-(6-methoxy-3-pyridylmethyl)-4-pyrimidone (0.55 g) in 2N hydrogen chloride in ethanol was boiled under reflux for 24 hours. The mixture was evaporated to dryness and the residue was recrystallised from 2-propanol/ethanol containing hydrogen chloride to give 2-[2-(5-methyl-4-imidazolylmethylthio)ethylamino]-5-(6-hydroxy-3-pyridylmethyl)-4-pyrimidone trihydrochloride, m.p. 205-209° in 71% yield. Reaction SMILES: [NH2:1][C:2]1[CH:9]=[CH:8][CH:7]=[C:6]([CH2:10][CH2:11][CH:12]2[CH2:17][CH2:16][CH2:15][CH2:14][CH2:13]2)[C:3]=1[C:4]#[N:5].O=[C:19]([CH2:26][C:27]([O:29][CH2:30][CH3:31])=[O:28])[CH2:20][C:21]([O:23][CH2:24][CH3:25])=[O:22]>>[NH2:5][C:4]1[C:3]2[C:2](=[CH:9][CH:8]=[CH:7][C:6]=2[CH2:10][CH2:11][CH:12]2[CH2:17][CH2:16][CH2:15][CH2:14][CH2:13]2)[N:1]=[C:19]([CH2:20][C:21]([O:23][CH2:24][CH3:25])=[O:22])[C:26]=1[C:27]([O:29][CH2:30][CH3:31])=[O:28]. The product is NC1=C(C(=NC2=CC=CC(=C12)CCC1CCCCC1)CC(=O)OCC)C(=O)OCC (ethyl 4-amino-5-(2-cyclohexylethyl)-2-(2-ethoxy-2-oxoethyl)quinoline-3-carboxylate). Reactants: NC1=C(C#N)C(=CC=C1)CCC1CCCCC1 (2-amino-6-(2-cyclohexylethyl)benzonitrile), O=C(CC(=O)OCC)CC(=O)OCC (diethyl 3-oxopentanedioate). Reported procedure: Prepared as in Example 2a from 2-amino-6-(2-cyclohexylethyl)benzonitrile (Example 113b) and diethyl 3-oxopentanedioate as an orange solid (33%). 1H NMR (400 MHz, DMSO-d6) δ 0.87-0.96 (m, 2H), 1.14-1.22 (m, 7H), 1.27-1.32 (m, 4H), 1.47-1.52 (m, 2H), 1.61-1.68 (m, 4H), 1.74-1.77 (m, 2H), 3.21-3.25 (m, 2H), 4.03 (s, 2H), 4.09 (q, J=8.0 Hz, 2H), 4.27 (q, J=8.0 Hz, 2H), 7.27 (t, J=4.0 Hz, 1H), 7.57 (d, J=8.0 Hz, 2H), 7.63 (brs, 2H). MS 413 (MH+). Reactants: COc1cc(CC(C)(C)NC(=O)c2ccc(=O)n(-c3ccc4cc(C)ccc4n3)c2)cc2c1OC(C)(C)C2, [Na+], [OH-], O, O=P(Cl)(Cl)Cl. The product is COc1cc2c(c3c1OC(C)(C)C3)C(c1ccc(=O)n(-c3ccc4cc(C)ccc4n3)c1)=NC(C)(C)C2. RXN SMILES: [CH3:1][O:2][c:3]1[cH:4][c:5]([CH2:14][C:15]([CH3:16])([CH3:17])[NH:18][C:19](=[O:20])[c:21]2[cH:22][n:23](-[c:28]3[n:29][c:30]4[cH:31][cH:32][c:33]([CH3:38])[cH:34][c:35]4[cH:36][cH:37]3)[c:24](=[O:27])[cH:25][cH:26]2)[cH:6][c:7]2[c:11]1[O:10][C:9]([CH3:12])([CH3:13])[CH2:8]2.[Na+:45].[OH-:44].[OH2:46].[P:39]([Cl:40])([Cl:41])([Cl:42])=[O:43]>>[CH3:1][O:2][c:3]1[cH:4][c:5]2[c:6]([c:7]3[c:11]1[O:10][C:9]([CH3:12])([CH3:13])[CH2:8]3)[C:19]([c:21]1[cH:22][n:23](-[c:28]3[n:29][c:30]4[cH:31][cH:32][c:33]([CH3:38])[cH:34][c:35]4[cH:36][cH:37]3)[c:24](=[O:27])[cH:25][cH:26]1)=[N:18][C:15]([CH3:16])([CH3:17])[CH2:14]2. Reactants: ClCC(=O)NC1=CC2=C(N=C(OC2)N[C@@H]2CCC3=CC=CC=C23)C=C1 (2-Chloro-N-[2-((R)-indan-1-ylamino)-4H-benzo[d][1,3]oxazin-6-yl]-acetamide), N1CCOCC1 (morpholine). Yields the product [C@H]1(CCC2=CC=CC=C12)NC=1OCC2=C(N1)C=CC(=C2)NC(CN2CCOCC2)=O (N-[2-((R)-Indan-1-ylamino)-4H-benzo[d][1,3]oxazin-6-yl]-2-morpholin-4-yl-acetamide). The yield is 49.3%. RXN SMILES: Cl[CH2:2][C:3]([NH:5][C:6]1[CH:25]=[CH:24][C:9]2[N:10]=[C:11]([NH:14][C@H:15]3[C:23]4[C:18](=[CH:19][CH:20]=[CH:21][CH:22]=4)[CH2:17][CH2:16]3)[O:12][CH2:13][C:8]=2[CH:7]=1)=[O:4].[NH:26]1[CH2:31][CH2:30][O:29][CH2:28][CH2:27]1>>[C@H:15]1([NH:14][C:11]2[O:12][CH2:13][C:8]3[CH:7]=[C:6]([NH:5][C:3](=[O:4])[CH2:2][N:26]4[CH2:31][CH2:30][O:29][CH2:28][CH2:27]4)[CH:25]=[CH:24][C:9]=3[N:10]=2)[C:23]2[C:18](=[CH:19][CH:20]=[CH:21][CH:22]=2)[CH2:17][CH2:16]1. Procedure: Prepared from 2-chloro-N-[2-((R)-indan-1-ylamino)-4H-benzo[d][1,3]oxazin-6-yl]-acetamide (Example 3 step A) (355 mg, 0.998 mmol) and morpholine (1.3 ml, 15 mmol) according to the procedure described for Example 3 step B. Obtained the title compound as a white foam (200 mg, 49%), MS (ISP) m/e=407.3 [(M+H)+]. Reactants: C1(=CC=CC=C1)[C@@H]1NC(N[C@@H]1C1=CC=CC=C1)=S (cis-4,5-Diphenylimidazolidine-2-thione), CC1=C(CCl)C=CC(=C1)C (2,4-dimethylbenzyl chloride). Run in CCO (EtOH). Yields the product Cl.CC1=C(CSC=2N[C@@H]([C@@H](N2)C2=CC=CC=C2)C2=CC=CC=C2)C=CC(=C1)C (2-[(2,4-Dimethylbenzyl)thio]-cis-4,5-diphenyl-4,5-dihydro-1H-imidazole hydrochloride). The yield is 55.1%. Reaction SMILES: [C:1]1([C@H:7]2[C@@H:11]([C:12]3[CH:17]=[CH:16][CH:15]=[CH:14][CH:13]=3)[NH:10][C:9](=[S:18])[NH:8]2)[CH:6]=[CH:5][CH:4]=[CH:3][CH:2]=1.[CH3:19][C:20]1[CH:27]=[C:26]([CH3:28])[CH:25]=[CH:24][C:21]=1[CH2:22][Cl:23]>CCO>[ClH:23].[CH3:19][C:20]1[CH:27]=[C:26]([CH3:28])[CH:25]=[CH:24][C:21]=1[CH2:22][S:18][C:9]1[NH:8][C@H:7]([C:1]2[CH:2]=[CH:3][CH:4]=[CH:5][CH:6]=2)[C@H:11]([C:12]2[CH:13]=[CH:14][CH:15]=[CH:16][CH:17]=2)[N:10]=1 |f:3.4|. Reported procedure: A mixture of intermediate 25 (200 mg, 0.786 mmol) and 2,4-dimethylbenzyl chloride (243 mg, 1.57 mmol) in abs. EtOH (2 mL) is heated at 95° C. for 24 h. The reaction mixture is cooled to RT, evaporated to dryness, and the residue suspended in Et2O. The insoluble material is filtered to give 177 mg of the product 240. 1H NMR (DMSO-d6) δ 11.18 (s, 2 H), 7.20-6.80 (m, 13 H), 5.80 (s, 2 H), 4.88 (s, 2 H), 2.41 (s, 3H), 2.30 (s, 3 H); MS: m/z 373 (M++1). The reactants are C1(CC1)C1=NC(=NO1)C=1N=CN2C1N1C(C=3C=CC=CC23)=NCC1 (5-(5-cyclopropyl-1,2,4-oxadiazol-3-yl)-2,3-dihydrodiimidazo[1,5-a:1',2'-c]quinazoline), C([C@H](O)[C@@H](O)C(=O)O)(=O)O (L-tartaric acid). The solvent is ClCCl (dichloromethane). Yields the product C(=O)(O)[C@H](O)[C@@H](O)C(=O)O.C1(CC1)C1=NC(=NO1)C=1N=CN2C1N1C(C=3C=CC=CC23)=NCC1 (5-(5-Cyclopropyl-1,2,4-oxadiazol-3-yl)-2,3-dihydrodiimidazo[1,5-a:1',2'-c]quinazoline hydrogen L-tartrate). As a reaction SMILES: [CH:1]1([C:4]2[O:8][N:7]=[C:6]([C:9]3[N:10]=[CH:11][N:12]4[C:21]5[CH:20]=[CH:19][CH:18]=[CH:17][C:16]=5[C:15]5=[N:22][CH2:23][CH2:24][N:14]5[C:13]=34)[N:5]=2)[CH2:3][CH2:2]1.[C:25]([OH:34])(=[O:33])[C@@H:26]([C@H:28]([C:30]([OH:32])=[O:31])[OH:29])[OH:27]>ClCCl>[C:30]([C@@H:28]([C@H:26]([C:25]([OH:34])=[O:33])[OH:27])[OH:29])([OH:32])=[O:31].[CH:1]1([C:4]2[O:8][N:7]=[C:6]([C:9]3[N:10]=[CH:11][N:12]4[C:21]5[CH:20]=[CH:19][CH:18]=[CH:17][C:16]=5[C:15]5=[N:22][CH2:23][CH2:24][N:14]5[C:13]=34)[N:5]=2)[CH2:3][CH2:2]1 |f:3.4|. Procedure details: Equimolar amounts of 5-(5-cyclopropyl-1,2,4-oxadiazol-3-yl)-2,3-dihydrodiimidazo[1,5-a:1',2'-c]quinazoline (0.64 g) and L-tartaric acid (0.30 g) was stirred in dichloromethane (25 ml) until a clear solution was obtained. The solvent was removed by evaporation in vacuo and the residue was triturated with isopropyl alcohol. The crystalline precipitate was filtered off and recrystallized from ethanol yielding the title compound as pale crystals, m.p. 160°-163° C. (Compound 41).